The task is: describe an organic reaction: reactants, conditions, products, and yield. This data is from the Open Reaction Database (ORD), a public repository of structured organic reaction records. Product: COC([C@@](N)(CS)C)=O (2-methylcysteine methyl ester). RXN SMILES: C1(P(N=[N+]=[N-])(C2C=CC=CC=2)=O)C=CC=CC=1.[CH3:18][O:19][C:20](=[O:29])[C@:21]([CH3:28])([CH2:23][S:24]C(=O)C)[NH2:22]>>[CH3:18][O:19][C:20](=[O:29])[C@:21]([CH3:28])([CH2:23][SH:24])[NH2:22]. Procedure details: Methyl t-butyl 2-methylidenyl-1,3-dipropionate is reacted with thioacetic acid to form methyl t-butyl 2-acetylthiomethyl-1,3-dipropionate. Methyl t-butyl 2-acetylthiomethyl-1,3-dipropionate is alkylated with potassium carbonate and methyl iodide in the presence of a phase transfer catalyst to form methyl t-butyl 2-acetylthiomethyl-2-methyl-1,3-dipropionate. The t-butyl group is hydrolyzed by acidifying the reaction mixture. The free carboxylic acid group produced by hydrolyzing the t-butyl group... Starting materials: C1(=CC=CC=C1)P(=O)(C1=CC=CC=C1)N=[N+]=[N-] (diphenylphosphoryl azide), COC([C@@](N)(CSC(C)=O)C)=O (S-acetyl-2-methylcysteine methyl ester). The reactants are C(CCC)[Li] (n-butyllithium), S1C=CC=2C=NC=CC21 (thieno[3,2-c]pyridine), B(OC(C)C)(OC(C)C)OC(C)C (triisopropyl borate). Solvent: hexanes, O1CCCC1 (tetrahydrofuran). Run at time 5 minute. The product is S1C(=CC=2C=NC=CC21)B(O)O (thieno[3,2-c]pyridine-2-boronic acid). Reaction SMILES: [S:1]1[C:9]2[CH:8]=[CH:7][N:6]=[CH:5][C:4]=2[CH:3]=[CH:2]1.C([Li])CCC.[B:15](OC(C)C)([O:20]C(C)C)[O:16]C(C)C>O1CCCC1>[S:1]1[C:9]2[CH:8]=[CH:7][N:6]=[CH:5][C:4]=2[CH:3]=[C:2]1[B:15]([OH:20])[OH:16]. Procedure: To a stirring mixture consisting of thieno[3,2-c]pyridine (2.0 g) in anhydrous tetrahydrofuran (25 mL) at −40° C. was added a solution consisting of 1.6 M n-butyllithium in hexanes (10 mL) over several minutes (dropwise at first followed by a slow, steady stream). The reaction mixture was stirred for five minutes and triisopropyl borate (4.2 mL) was subsequently added. The cold bath was removed and the mixture was allowed to stir for one hour. Water (2 mL) was added to the stirring mixture, whic... Reactants: C(C)(C)(C)OC(NC1(COC(OC1)(C)C)\C=C\C1=CC(=C(C=C1)OCCCC1=CC=CC=C1)C(F)(F)F)=O ((E)-(2,2-dimethyl-5-{2-[4-(3-phenylpropoxy)-3-trifluoromethylphenyl]vinyl}-1,3-dioxan-5-yl)carbamic acid t-butyl ester), Cl (hydrochloric acid). The solvent is C(C)O (ethanol). Reaction conditions: temperature 80 celsius, time 1 hour. The product is Cl.NC(CO)(CO)\C=C\C1=CC(=C(C=C1)OCCCC1=CC=CC=C1)C(F)(F)F ((E)-2-amino-2-{2-[4-(3-phenylpropoxy)-3-trifluoromethylphenyl]vinyl}propane-1,3-diol hydrochloride). As a reaction SMILES: C(OC(=O)[NH:7][C:8]1(/[CH:16]=[CH:17]/[C:18]2[CH:23]=[CH:22][C:21]([O:24][CH2:25][CH2:26][CH2:27][C:28]3[CH:33]=[CH:32][CH:31]=[CH:30][CH:29]=3)=[C:20]([C:34]([F:37])([F:36])[F:35])[CH:19]=2)[CH2:13][O:12]C(C)(C)[O:10][CH2:9]1)(C)(C)C.[ClH:39]>C(O)C>[ClH:39].[NH2:7][C:8](/[CH:16]=[CH:17]/[C:18]1[CH:23]=[CH:22][C:21]([O:24][CH2:25][CH2:26][CH2:27][C:28]2[CH:33]=[CH:32][CH:31]=[CH:30][CH:29]=2)=[C:20]([C:34]([F:35])([F:36])[F:37])[CH:19]=1)([CH2:9][OH:10])[CH2:13][OH:12] |f:3.4|. Reported procedure: Compound 100-1 (560 mg) was dissolved in ethanol (15 ml), concentrated hydrochloric acid (1.5 ml) was added, and the mixture was stirred at 80° C. for 1 hr. The reaction mixture was concentrated, and the residue was washed with diethyl ether to give the object product (380 mg) as a white powder. Reactants: C(=O)(O)CN1C(=O)NC(=O)C(C)=C1 (N-1-carboxymethylthymine), COC(CNCCN(C)C(=O)OC(C)(C)C)=O (N-[(N-Boc)(N-methyl)-2-aminoethyl]-glycine methyl ester), C1CCC(CC1)N=C=NC2CCCCC2 (DCC). The solvent is CN(C)C=O (DMF), C(Cl)Cl (CH2Cl2). Reaction conditions: time 1 hour. The product is COC(CN(C(CN1C(=O)NC(=O)C(C)=C1)=O)CCN(C)C(=O)OC(C)(C)C)=O (N-[(N-Boc)(N-methyl)-2-aminoethyl]-N-[(1-thyminyl)acetyl] glycine methyl ester). Reaction SMILES: [CH3:1][O:2][C:3](=[O:17])[CH2:4][NH:5][CH2:6][CH2:7][N:8]([C:10]([O:12][C:13]([CH3:16])([CH3:15])[CH3:14])=[O:11])[CH3:9].[C:18]([CH2:21][N:22]1[CH:30]=[C:28]([CH3:29])[C:26](=[O:27])[NH:25][C:23]1=[O:24])(O)=[O:19].C1CCC(N=C=NC2CCCCC2)CC1>C(Cl)Cl.CN(C=O)C>[CH3:1][O:2][C:3](=[O:17])[CH2:4][N:5]([CH2:6][CH2:7][N:8]([C:10]([O:12][C:13]([CH3:14])([CH3:16])[CH3:15])=[O:11])[CH3:9])[C:18](=[O:19])[CH2:21][N:22]1[CH:30]=[C:28]([CH3:29])[C:26](=[O:27])[NH:25][C:23]1=[O:24]. Procedure: To a suspension of N-[(N-Boc)(N-methyl)-2-aminoethyl]-glycine methyl ester (0.9 g, 0.0037 mol) and DHBT-OH (0.65 g, 0.004 mol) in CH2Cl2 10 ml was added N-1-carboxymethylthymine (0.74 g, 0.04 mol) dissolved in DMF (6 ml). The solution was cooled in an ice bath and DCC (0.905, 0.049 mol) was added. The reaction mixture was stirred for 1 hour and the ice bath was removed. The reaction mixture was left for 16 hours at room temperature. The reaction mixture was filtered and washed twice with 1N KHSO... Starting materials: C1(=CC=CC=C1)[C@H](C)NC1=NC(=CC(=N1)N1C=NC2=C1C=CC=C2)Cl (2-[(S)-1-Phenylethylamino]-4-[benzimidazol-1-yl]-6-chloropyrimidine), [N-]=[N+]=[N-].[Na+] (sodium azide). The solvent is CCOC(=O)C (EtOAc), CN(C)C=O (DMF). Run at temperature 80 celsius. The product is C1(=CC=CC=C1)[C@H](C)NC1=NC(=CC(=N1)N1C=NC2=C1C=CC=C2)N=[N+]=[N-] (2-[(S)-1-phenylethylamino]-4-[benzimidazol-1-yl]-6-azidopyrimidine). Yield: 85.6%. RXN SMILES: [C:1]1([C@@H:7]([NH:9][C:10]2[N:15]=[C:14]([N:16]3[C:20]4[CH:21]=[CH:22][CH:23]=[CH:24][C:19]=4[N:18]=[CH:17]3)[CH:13]=[C:12](Cl)[N:11]=2)[CH3:8])[CH:6]=[CH:5][CH:4]=[CH:3][CH:2]=1.[N-:26]=[N+:27]=[N-:28].[Na+]>CN(C=O)C.CCOC(C)=O>[C:1]1([C@@H:7]([NH:9][C:10]2[N:15]=[C:14]([N:16]3[C:20]4[CH:21]=[CH:22][CH:23]=[CH:24][C:19]=4[N:18]=[CH:17]3)[CH:13]=[C:12]([N:26]=[N+:27]=[N-:28])[N:11]=2)[CH3:8])[CH:6]=[CH:5][CH:4]=[CH:3][CH:2]=1 |f:1.2|. Reported procedure: To a solution of of 2-[(S)-1-phenylethylamino]-4-[benzimidazol-1-yl]-6-chloropyrimidine (EXAMPLE 306 Step B) (55.8 mg, 0.16 mmol) in DMF (1 mL) was added sodium azide (16 mg, 0.24 mmol) and the mixture was heated at 80° C. for 7 h. It was cooled and diluted with EtOAc, then the organic layer was washed with H2O followed by brine. The organic extract was dried over Na2SO4, and the crude material was purified by flash chromatography using 1:3 EtOAc:hexane to yield 48.8 mg of the title compound. Ma... Reaction SMILES: [OH:1][B:2]1[C@@H:7]([NH:8][C:9](=[O:22])[CH2:10][C@H:11]2[CH2:16][CH2:15][C@H:14]([NH:17][CH2:18][CH2:19][NH:20]C)[CH2:13][CH2:12]2)[CH2:6][C:5]2[CH:23]=[CH:24][CH:25]=[C:26]([C:27]([OH:29])=[O:28])[C:4]=2[O:3]1.C1COCC1.C([O-])(O)=O.[Na+].Cl[C:41]([O:43][CH3:44])=[O:42]>O.CO>[OH:1][B:2]1[C@@H:7]([NH:8][C:9](=[O:22])[CH2:10][C@H:11]2[CH2:16][CH2:15][C@H:14]([NH:17][CH2:18][CH2:19][NH:20][C:41]([O:43][CH3:44])=[O:42])[CH2:13][CH2:12]2)[CH2:6][C:5]2[CH:23]=[CH:24][CH:25]=[C:26]([C:27]([OH:29])=[O:28])[C:4]=2[O:3]1 |f:2.3|. Procedure: To (R)-2-hydroxy-3-(2-(trans-4-(2-(methylamino)ethylamino)cyclohexyl)acetamido)-3,4-dihydro-2H-benzo[e][1,2]oxaborinine-8-carboxylic acid from Example 51 (39 mg) in a mixture of H2O (1 mL), THF (1 mL) and MeOH (1 mL) was added NaHCO3 (200 mg), followed by methyl chloroformate (1.2 eq). The reaction mixture was stirred at RT overnight. The solvent was then removed in vacuo and the crude product was purified by reverse phase preparative HPLC and dried using lyophilization. ESI-MS m/z 448 (MH)+. Yields the product OB1OC2=C(C[C@@H]1NC(C[C@@H]1CC[C@H](CC1)NCCNC(=O)OC)=O)C=CC=C2C(=O)O ((R)-2-hydroxy-3-(2-(trans-4-(2-(methoxycarbonylamino)ethylamino) cyclohexyl) acetamido)-3,4-dihydro-2H-benzo[e][1,2]oxaborinine-8-carboxylic acid). Run in O (H2O), CO (MeOH). Conditions: time 8 hour. The reactants are OB1OC2=C(C[C@@H]1NC(C[C@@H]1CC[C@H](CC1)NCCNC)=O)C=CC=C2C(=O)O ((R)-2-hydroxy-3-(2-(trans-4-(2-(methylamino)ethylamino)cyclohexyl)acetamido)-3,4-dihydro-2H-benzo[e][1,2]oxaborinine-8-carboxylic acid), C1CCOC1 (THF), ClC(=O)OC (methyl chloroformate), C(=O)(O)[O-].[Na+] (NaHCO3). Reactants: CC(C)(C)OC(=O)N1CCOc2c(Br)cccc2C1, CCOC(C)=O, CN(C)C=O, NC1CCCCC1N, [K+], [K+], [K+], O=C1NCCO1, C1COCCO1, O, O=P([O-])([O-])[O-]. Product: CC(C)(C)OC(=O)N1CCOc2c(cccc2N2CCOC2=O)C1. Reaction SMILES: [Br:1][c:2]1[cH:3][cH:4][cH:5][c:6]2[c:12]1[O:11][CH2:10][CH2:9][N:8]([C:13](=[O:14])[O:15][C:16]([CH3:17])([CH3:18])[CH3:19])[CH2:7]2.[CH3:42][CH2:43][O:44][C:45](=[O:46])[CH3:47].[CH3:55][N:56]([CH3:57])[CH:58]=[O:59].[CH:34]1([NH2:35])[CH2:36][CH2:37][CH2:38][CH2:39][CH:40]1[NH2:41].[K+:31].[K+:32].[K+:33].[O:20]1[C:21](=[O:25])[NH:22][CH2:23][CH2:24]1.[O:49]1[CH2:50][CH2:51][O:52][CH2:53][CH2:54]1.[OH2:48].[P:26]([O-:27])([O-:28])([O-:29])=[O:30]>>[c:2]1([N:22]2[C:21](=[O:25])[O:20][CH2:24][CH2:23]2)[cH:3][cH:4][cH:5][c:6]2[c:12]1[O:11][CH2:10][CH2:9][N:8]([C:13](=[O:14])[O:15][C:16]([CH3:17])([CH3:18])[CH3:19])[CH2:7]2. Starting materials: [Br-], CON(C)C(=O)c1cc(N(Cc2ccccc2)CC2CC2C)nc(N(C)S(=O)(=O)C(C)C)c1, C1CCOC1, C[Mg+], [Cl-], [NH4+]. The product is CC(=O)c1cc(N(Cc2ccccc2)CC2CC2C)nc(N(C)S(=O)(=O)C(C)C)c1. As a reaction SMILES: [Br-:34].[CH2:1]([c:2]1[cH:3][cH:4][cH:5][cH:6][cH:7]1)[N:8]([c:9]1[cH:10][c:11]([C:12](=[O:13])[N:14]([O:15][CH3:16])[CH3:17])[cH:18][c:19]([N:21]([CH3:22])[S:23](=[O:24])(=[O:25])[CH:26]([CH3:27])[CH3:28])[n:20]1)[CH2:29][CH:30]1[CH:31]([CH3:33])[CH2:32]1.[CH2:39]1[O:40][CH2:41][CH2:42][CH2:43]1.[CH3:35][Mg+:36].[Cl-:37].[NH4+:38]>>[CH2:1]([c:2]1[cH:3][cH:4][cH:5][cH:6][cH:7]1)[N:8]([c:9]1[cH:10][c:11]([C:12](=[O:13])[CH3:35])[cH:18][c:19]([N:21]([CH3:22])[S:23](=[O:24])(=[O:25])[CH:26]([CH3:27])[CH3:28])[n:20]1)[CH2:29][CH:30]1[CH:31]([CH3:33])[CH2:32]1. The reactants are N#Cc1cc(C(F)(F)F)ncc1Br, O=C([O-])[O-], CC1(C)CCN(S(=O)(=O)c2cc(B3OC(C)(C)C(C)(C)O3)c(Cl)cc2OCCCCO)c2ccccc21, [Na+], [Na+], C1COCCO1, O, c1ccc(P(c2ccccc2)(c2ccccc2)[Pd](P(c2ccccc2)(c2ccccc2)c2ccccc2)(P(c2ccccc2)(c2ccccc2)c2ccccc2)P(c2ccccc2)(c2ccccc2)c2ccccc2)cc1. Yields the product CC1(C)CCN(S(=O)(=O)c2cc(-c3cnc(C(F)(F)F)cc3C#N)c(Cl)cc2OCCCCO)c2ccccc21. Reaction SMILES: [Br:38][c:39]1[cH:40][n:41][c:42]([C:47]([F:48])([F:49])[F:50])[cH:43][c:44]1[C:45]#[N:46].[C:51](=[O:52])([O-:53])[O-:54].[Cl:1][c:2]1[c:3]([B:29]2[O:30][C:31]([CH3:32])([CH3:33])[C:34]([CH3:35])([CH3:36])[O:37]2)[cH:4][c:5]([S:14](=[O:15])(=[O:16])[N:17]2[CH2:18][CH2:19][C:20]([CH3:27])([CH3:28])[c:21]3[cH:22][cH:23][cH:24][cH:25][c:26]32)[c:6]([O:7][CH2:8][CH2:9][CH2:10][CH2:11][OH:12])[cH:13]1.[Na+:55].[Na+:56].[O:57]1[CH2:58][CH2:59][O:60][CH2:61][CH2:62]1.[OH2:63].[cH:64]1[cH:65][cH:66][c:67]([P:68]([Pd:69]([P:70]([c:71]2[cH:72][cH:73][cH:74][cH:75][cH:76]2)([c:77]2[cH:78][cH:79][cH:80][cH:81][cH:82]2)[c:83]2[cH:84][cH:85][cH:86][cH:87][cH:88]2)([P:89]([c:90]2[cH:91][cH:92][cH:93][cH:94][cH:95]2)([c:96]2[cH:97][cH:98][cH:99][cH:100][cH:101]2)[c:102]2[cH:103][cH:104][cH:105][cH:106][cH:107]2)[P:108]([c:109]2[cH:110][cH:111][cH:112][cH:113][cH:114]2)([c:115]2[cH:116][cH:117][cH:118][cH:119][cH:120]2)[c:121]2[cH:122][cH:123][cH:124][cH:125][cH:126]2)([c:127]2[cH:128][cH:129][cH:130][cH:131][cH:132]2)[c:133]2[cH:134][cH:135][cH:136][cH:137][cH:138]2)[cH:139][cH:140]1>>[Cl:1][c:2]1[c:3](-[c:39]2[cH:40][n:41][c:42]([C:47]([F:48])([F:49])[F:50])[cH:43][c:44]2[C:45]#[N:46])[cH:4][c:5]([S:14](=[O:15])(=[O:16])[N:17]2[CH2:18][CH2:19][C:20]([CH3:27])([CH3:28])[c:21]3[cH:22][cH:23][cH:24][cH:25][c:26]32)[c:6]([O:7][CH2:8][CH2:9][CH2:10][CH2:11][OH:12])[cH:13]1. The reactants are C1=CC=CC=C1.CCCCCC (benzene n-hexane), C1(=CC=CC=C1)C(=[N+]=[N-])C1=CC=CC=C1 (diphenyldiazomethane), C(=O)C1=C(C(=O)O)C=C(C=C1)OC (2-formyl-5-methoxybenzoic acid). Solvent: C(Cl)(Cl)Cl (chloroform). Product: C(=O)C1=C(C(=O)OC(C2=CC=CC=C2)C2=CC=CC=C2)C=C(C=C1)OC (diphenylmethyl 2-formyl-5-methoxybenzoate). RXN SMILES: [CH:1]([C:3]1[CH:11]=[CH:10][C:9]([O:12][CH3:13])=[CH:8][C:4]=1[C:5]([OH:7])=[O:6])=[O:2].C1C=CC=CC=1.CCCCCC.[C:26]1([C:32]([C:35]2[CH:40]=[CH:39][CH:38]=[CH:37][CH:36]=2)=[N+]=[N-])[CH:31]=[CH:30][CH:29]=[CH:28][CH:27]=1>C(Cl)(Cl)Cl>[CH:1]([C:3]1[CH:11]=[CH:10][C:9]([O:12][CH3:13])=[CH:8][C:4]=1[C:5]([O:7][CH:32]([C:26]1[CH:31]=[CH:30][CH:29]=[CH:28][CH:27]=1)[C:35]1[CH:40]=[CH:39][CH:38]=[CH:37][CH:36]=1)=[O:6])=[O:2] |f:1.2|. Procedure details: 4.87 g of 2-formyl-5-methoxybenzoic acid was dissolved in 30 ml of chloroform. With stirring at room temperature, a benzene/n-hexane (1:1) mixture solution of diphenyldiazomethane prepared in accordance with the procedure disclosed in Journal of the Chemical Society (Parkin I, pp. 2030-2033, 1975) was added to the above solution until the reaction solution showed a purplish red color. The resulting reaction solution was subjected to purification by silica gel column chromatography using a toluen...